This data is from the Open Reaction Database (ORD), a public repository of structured organic reaction records. The task is: describe an organic reaction: reactants, conditions, products, and yield Yields the product C1(CCCCC1)NC(N)=O (N′-cyclohexylurea). Procedure details: Using the general method of Example 149, 1-(3-aminopropyl)-2-(2-methoxyethyl)-1H-imidazo[4,5-c]quinolin4-amine (1.50 g, 5.01 mmol) was reacted with cyclohexyl isocyanate (780 mg, 5.51 mmol) to provide 1.02 g of N-l3-[4amino-2-(2-methoxyethyl)-1H-imidazo[4,5-c]quinolin-1-yl]propyl)-N′-cyclohexylurea as a solid, m.p. 179-180° C. Analysis: Calculated for C23H32N6O2. 0.75H2O: %C, 63.06; %H, 7.71; %N, 19.18; Found: %C, 62.74; %H, 7.57; %N, 19.16. Reaction SMILES: NCCCN1C2[C:16]3[CH:15]=[CH:14][CH:13]=[CH:12][C:11]=3[N:10]=[C:9]([NH2:18])C=2N=C1CCOC.C1(N=C=[O:31])CCCCC1>>[CH:11]1([NH:10][C:9](=[O:31])[NH2:18])[CH2:12][CH2:13][CH2:14][CH2:15][CH2:16]1. Starting materials: NCCCN1C(=NC=2C(=NC=3C=CC=CC3C21)N)CCOC (1-(3-aminopropyl)-2-(2-methoxyethyl)-1H-imidazo[4,5-c]quinolin4-amine), C1(CCCCC1)N=C=O (cyclohexyl isocyanate). Starting materials: C(C)(C)(C)OC(=O)NCC1CN(CC1)CCCCN (4-(3-tert-Butoxycarbonylaminomethylpyrrolidin-1-yl)butylamine), C(C1=CC=CC=C1)(=O)Cl (benzoyl chloride), NC1=CC(=C(C(=O)O)C=C1Cl)OC (4-amino-5-chloro-2-methoxybenzoic acid). Yields the product NC1=CC(=C(C(=O)NCC2CN(CC2)CCCCNC(C2=CC=CC=C2)=O)C=C1Cl)OC (4-amino-N-(1-(4-benzoylaminobutyl)pyrrolidin-3-ylmethyl)-5-chloro-2-methoxybenzamide). Reaction SMILES: C(O[C:6]([NH:8][CH2:9][CH:10]1[CH2:14][CH2:13][N:12]([CH2:15][CH2:16][CH2:17][CH2:18][NH2:19])[CH2:11]1)=[O:7])(C)(C)C.[C:20](Cl)(=[O:27])[C:21]1[CH:26]=[CH:25][CH:24]=[CH:23][CH:22]=1.[NH2:29][C:30]1[C:38]([Cl:39])=[CH:37][C:33](C(O)=O)=[C:32]([O:40][CH3:41])[CH:31]=1>>[NH2:29][C:30]1[C:38]([Cl:39])=[CH:37][C:33]([C:6]([NH:8][CH2:9][CH:10]2[CH2:14][CH2:13][N:12]([CH2:15][CH2:16][CH2:17][CH2:18][NH:19][C:20](=[O:27])[C:21]3[CH:26]=[CH:25][CH:24]=[CH:23][CH:22]=3)[CH2:11]2)=[O:7])=[C:32]([O:40][CH3:41])[CH:31]=1. Procedure details: 4-(3-tert-Butoxycarbonylaminomethylpyrrolidin-1-yl)butylamine (1 g) as starting compound was reacted and treated in the same manner as in Example 1 using benzoyl chloride (0.43 ml) and 4-amino-5-chloro-2-methoxybenzoic acid (0.74 g) to give 4-amino-N-(1-(4-benzoylaminobutyl)pyrrolidin-3-ylmethyl)-5-chloro-2-methoxybenzamide. Reactants: ClC1=C(C=CC(=C1)C(F)(F)F)N1C2=C(OCC1)C=C(C=C2)S(=O)(=O)N(C=2SC=CN2)CC2=CC=C(C=C2)OC (4-(2-chloro-4-(trifluoromethyl)phenyl)-N-(4-methoxybenzyl)-N-(thiazol-2-yl)-3,4-dihydro-2H-benzo[b][1,4]oxazine-7-sulfonamide), ClC1=C(C=CC(=C1)C(F)(F)F)N1C2=C(OCC1)C=C(C=C2)S(=O)(=O)N(C=2SC=CN2)CC2=CC=C(C=C2)OC (4-(2-chloro-4-(trifluoromethyl)phenyl)-N-(4-methoxybenzyl)-N-(thiazol-2-yl)-3,4-dihydro-2H-benzo[b][1,4]oxazine-7-sulfonamide), B1(OC(C(O1)(C)C)(C)C)C2=CCN(CC2)C(=O)OC(C)(C)C ((n-tert-butoxycarbonyl)-1,2,3,6-tetrahydropyridine-4-boronic acid pinacol ester), glass, P(=O)([O-])([O-])[O-].[K+].[K+].[K+] (potassium phosphate). The reagents and catalysts are C(C)(C)(C)C=1C(=C(C=CC1NC)[Pd]Cl)C(C)(C)C ((di-t-butyl-p-methylaminophenyl]palladium(II) chloride). Run at temperature 112 celsius. The product is COC1=CC=C(CN(S(=O)(=O)C=2C=CC3=C(OCCN3C3=C(C=C(C=C3)C(F)(F)F)C3=CCN(CC3)C(=O)OC(C)(C)C)C2)C=2SC=CN2)C=C1 (tert-butyl 4-(2-(7-(N-(4-methoxybenzyl)-N-(thiazol-2-yl)sulfamoyl)-2H-benzo[b][1,4]oxazin-4(3 H)-yl)-5-(trifluoromethyl)phenyl)-5,6-dihydropyridine-1(2 H)-carboxylate). As a reaction SMILES: Cl[C:2]1[CH:7]=[C:6]([C:8]([F:11])([F:10])[F:9])[CH:5]=[CH:4][C:3]=1[N:12]1[CH2:17][CH2:16][O:15][C:14]2[CH:18]=[C:19]([S:22]([N:25]([CH2:31][C:32]3[CH:37]=[CH:36][C:35]([O:38][CH3:39])=[CH:34][CH:33]=3)[C:26]3[S:27][CH:28]=[CH:29][N:30]=3)(=[O:24])=[O:23])[CH:20]=[CH:21][C:13]1=2.B1([C:49]2[CH2:54][CH2:53][N:52]([C:55]([O:57][C:58]([CH3:61])([CH3:60])[CH3:59])=[O:56])[CH2:51][CH:50]=2)OC(C)(C)C(C)(C)O1.P([O-])([O-])([O-])=O.[K+].[K+].[K+]>C(C1C(C(C)(C)C)=C([Pd]Cl)C=CC=1NC)(C)(C)C>[CH3:39][O:38][C:35]1[CH:34]=[CH:33][C:32]([CH2:31][N:25]([C:26]2[S:27][CH:28]=[CH:29][N:30]=2)[S:22]([C:19]2[CH:20]=[CH:21][C:13]3[N:12]([C:3]4[CH:4]=[CH:5][C:6]([C:8]([F:11])([F:9])[F:10])=[CH:7][C:2]=4[C:49]4[CH2:54][CH2:53][N:52]([C:55]([O:57][C:58]([CH3:61])([CH3:60])[CH3:59])=[O:56])[CH2:51][CH:50]=4)[CH2:17][CH2:16][O:15][C:14]=3[CH:18]=2)(=[O:23])=[O:24])=[CH:37][CH:36]=1 |f:2.3.4.5|. Procedure: A 5-mL glass microwave reaction vessel was charged with 4-(2-chloro-4-(trifluoromethyl)phenyl)-N-(4-methoxybenzyl)-N-(thiazol-2-yl)-3,4-dihydro-2H-benzo[b][1,4]oxazine-7-sulfonamide (INTERMEDIATE X, 0.150 g, 0.252 mmol), (n-tert-butoxycarbonyl)-1,2,3,6-tetrahydropyridine-4-boronic acid pinacol ester (0.195 mL, 0.629 mmol), 1,1-bis[(di-t-butyl-p-methylaminophenyl]palladium(II) chloride (0.027 g, 0.038 mmol), and potassium phosphate (0.083 mL, 1.007 mmol). The vessel was sealed and flushed with N2... Starting materials: ClCCl, CC1(CO)CCCC1, O=[Cr](=O)([O-])Cl, c1cc[nH+]cc1. Yields the product CC1(C=O)CCCC1, O=[Cr](=O)([O-])Cl, c1cc[nH+]cc1. RXN SMILES: [CH2:20]([Cl:21])[Cl:22].[CH3:1][C:2]1([CH2:7][OH:8])[CH2:3][CH2:4][CH2:5][CH2:6]1.[O:9]=[Cr:10](=[O:11])([O-:12])[Cl:13].[nH+:14]1[cH:15][cH:16][cH:17][cH:18][cH:19]1>>[CH3:1][C:2]1([CH:7]=[O:8])[CH2:3][CH2:4][CH2:5][CH2:6]1.[O:9]=[Cr:10](=[O:11])([O-:12])[Cl:13].[nH+:14]1[cH:15][cH:16][cH:17][cH:18][cH:19]1. Starting materials: solid, Cl.O1COC2=C1C=CC=C2C2CCN(CC2)CC[C@@H]2CC[C@H](CC2)N (Trans-4-[2-(4-Benzo[1,3]dioxol-4-yl-piperidin-1-yl)-ethyl]-cyclohexylamine hydrochloride), Cl.O1COC2=C1C=CC=C2C2CCN(CC2)CC[C@@H]2CC[C@H](CC2)N (Trans-4-[2-(4-Benzo[1,3]dioxol-4-yl-piperidin-1-yl)-ethyl]-cyclohexylamine hydrochloride), O1COC2=C1C=CC(=C2)CC(=O)O (2-(benzo[d][1,3]dioxol-5-yl)acetic acid). Product: O1COC2=C1C=CC(=C2)CC(=O)N[C@@H]2CC[C@H](CC2)CCN2CCC(CC2)C2=CC=CC=1OCOC12 (2-Benzo[1,3]dioxol-5-yl-trans-N-{4-[2-(4-benzo[1,3]dioxol-4-yl-piperidin-1-yl)-ethyl]-cyclohexyl}-acetamide). Reaction SMILES: Cl.[O:2]1[C:6]2[CH:7]=[CH:8][CH:9]=[C:10]([CH:11]3[CH2:16][CH2:15][N:14]([CH2:17][CH2:18][C@H:19]4[CH2:24][CH2:23][C@H:22]([NH2:25])[CH2:21][CH2:20]4)[CH2:13][CH2:12]3)[C:5]=2[O:4][CH2:3]1.[O:26]1[C:30]2[CH:31]=[CH:32][C:33]([CH2:35][C:36](O)=[O:37])=[CH:34][C:29]=2[O:28][CH2:27]1>>[O:26]1[C:30]2[CH:31]=[CH:32][C:33]([CH2:35][C:36]([NH:25][C@H:22]3[CH2:21][CH2:20][C@H:19]([CH2:18][CH2:17][N:14]4[CH2:15][CH2:16][CH:11]([C:10]5[C:5]6[O:4][CH2:3][O:2][C:6]=6[CH:7]=[CH:8][CH:9]=5)[CH2:12][CH2:13]4)[CH2:24][CH2:23]3)=[O:37])=[CH:34][C:29]=2[O:28][CH2:27]1 |f:0.1|. Procedure: The title compound, white solid (21.8 mg, 54.1%), MS (ISP) m/z=493.3 [(M+H)+], was prepared in accordance with the general method of example 1 from Trans-4-[2-(4-Benzo[1,3]dioxol-4-yl-piperidin-1-yl)-ethyl]-cyclohexylamine hydrochloride (intermediate A) (30 mg, 0.0818 mmol) and 2-(benzo[d][1,3]dioxol-5-yl)acetic acid. Reactants: O.C1(=CC=C(C=C1)S(=O)(=O)O)C (p-toluenesulfonic acid monohydrate), FC(C(=O)O)(F)F (trifluoroacetic acid), N1CCCC1 (Pyrrolidine), C(=O)C=1C(=C(C=CC1OC)C1=CC=C(C(=N1)C(=O)OC(C)(C)C)C)C (tert-butyl 6-(3-formyl-4-methoxy-2-methylphenyl)-3-methylpyridine-2-carboxylate), CC1(CC(CC(C1)=O)=O)C (5,5-dimethylcyclohexane-1,3-dione), C(C)O (ethanol), aqueous solution, C(CC(O)(C(=O)O)CC(=O)O)(=O)O (citric acid), aqueous solution, [OH-].[Na+] (sodium hydroxide). The solvent is ClCCl (dichloromethane), O (water), C1CCOC1 (THF), O (water), C(Cl)(Cl)Cl (chloroform). Run at temperature 80 celsius, time 3 hour. Yields the product COC1=C(C(=C(C=C1)C1=CC=C(C(=N1)C(=O)O)C)C)C1C=2C(CC(CC2OC=2CC(CC(C12)=O)(C)C)(C)C)=O (6-[4-Methoxy-2-methyl-3-(3,3,6,6-tetramethyl-1,8-dioxo-2,3,4,5,6,7,8,9-octahydro-1H-xanthen-9-yl)phenyl]-3-methylpyridine-2-carboxylic acid). The yield is 50.0%. RXN SMILES: N1[CH2:5][CH2:4][CH2:3][CH2:2]1.C(C1C(C)=[C:10]([C:16]2[N:21]=[C:20]([C:22]([O:24]C(C)(C)C)=[O:23])[C:19]([CH3:29])=[CH:18][CH:17]=2)[CH:11]=[CH:12]C=1OC)=O.[CH3:31][C:32]1([CH3:40])[CH2:37][C:36](=[O:38])[CH2:35][C:34](=[O:39])[CH2:33]1.O.[C:42]1([CH3:52])[CH:47]=[CH:46][C:45](S(O)(=O)=O)=[CH:44][CH:43]=1.FC(F)(F)[C:55](O)=[O:56].C(O)(=O)CC(CC(O)=O)(C(O)=O)O.[OH-].[Na+].[CH2:75]([OH:77])[CH3:76]>C(Cl)(Cl)Cl.ClCCl.C1COCC1.O>[CH3:55][O:56][C:3]1[CH:4]=[CH:5][C:10]([C:16]2[N:21]=[C:20]([C:22]([OH:24])=[O:23])[C:19]([CH3:29])=[CH:18][CH:17]=2)=[C:11]([CH3:12])[C:2]=1[CH:46]1[C:45]2[C:75](=[O:77])[CH2:76][C:42]([CH3:52])([CH3:47])[CH2:43][C:44]=2[O:38][C:36]2[CH2:37][C:32]([CH3:40])([CH3:31])[CH2:33][C:34](=[O:39])[C:35]1=2 |f:3.4,7.8|. Reported procedure: Pyrrolidine (0.03 ml, 0.36 mmol) was added to a suspension of the tert-butyl 6-(3-formyl-4-methoxy-2-methylphenyl)-3-methylpyridine-2-carboxylate produced in Example 10-2 (1.31 g) and 5,5-dimethylcyclohexane-1,3-dione (1.17 g, 8.33 mmol) in ethanol (26.2 ml) at room temperature, and the mixture thus obtained was then stirred at 80° C. for 3 hours. After air-cooling, the solvent was distilled away from the reaction solution under reduced pressure. The residue thus obtained was dissolved in chloro... Reactants: C(C)(C)(C)OC(=O)N1C[C@@H]2[C@@H](N(C=3C(=CC(=CC23)Br)C#N)C)CC1 ((4aS,9bR)-8-bromo-6-cyano-5-methyl-1,3,4,4a,5,9b-hexahydro-pyrido[4,3-b]indole-2-carboxylic acid tert-butyl ester), [Br-].CC(CC[Zn+])C (3-methyl-butylzinc bromide). Reagents/catalysts: C=1C=CC(=CC1)[P](C=2C=CC=CC2)(C=3C=CC=CC3)[Pd]([P](C=4C=CC=CC4)(C=5C=CC=CC5)C=6C=CC=CC6)([P](C=7C=CC=CC7)(C=8C=CC=CC8)C=9C=CC=CC9)[P](C=1C=CC=CC1)(C=1C=CC=CC1)C=1C=CC=CC1 (Pd(PPh3)4). The product is CN1[C@@H]2[C@H](C3=CC(=CC(=C13)C#N)CCC(C)C)CNCC2 ((4aS,9bR)-5-methyl-8-(3-methyl-butyl)-2,3,4,4a,5,9b-hexahydro-1H-pyrido[4,3-b]indole-6-carbonitrile). As a reaction SMILES: C(OC([N:8]1[CH2:24][CH2:23][C@@H:11]2[N:12]([CH3:22])[C:13]3[C:14]([C:20]#[N:21])=[CH:15][C:16](Br)=[CH:17][C:18]=3[C@@H:10]2[CH2:9]1)=O)(C)(C)C.[Br-].[CH3:26][CH:27]([CH3:31])[CH2:28][CH2:29][Zn+]>C1C=CC([P]([Pd]([P](C2C=CC=CC=2)(C2C=CC=CC=2)C2C=CC=CC=2)([P](C2C=CC=CC=2)(C2C=CC=CC=2)C2C=CC=CC=2)[P](C2C=CC=CC=2)(C2C=CC=CC=2)C2C=CC=CC=2)(C2C=CC=CC=2)C2C=CC=CC=2)=CC=1>[CH3:22][N:12]1[C:13]2[C:18](=[CH:17][C:16]([CH2:29][CH2:28][CH:27]([CH3:31])[CH3:26])=[CH:15][C:14]=2[C:20]#[N:21])[C@@H:10]2[CH2:9][NH:8][CH2:24][CH2:23][C@H:11]12 |f:1.2,^1:35,37,56,75|. Reported procedure: Following the general procedure for Example 127–146, the title compound was prepared (11 mg, 39%) as a light yellow oil using (4aS,9bR)-8-bromo-6-cyano-5-methyl-1,3,4,4a,5,9b-hexahydro-pyrido[4,3-b]indole-2-carboxylic acid tert-butyl ester (Example 158, 40 mg, 0.10 mmol), 3-methyl-butylzinc bromide (0.5 M in THF, 2.5 mole equivalent) and Pd(PPh3)4 (0.06 mole equivalent).: MS (ESI): 284 (base, M+H). Starting materials: C(CCCCCCCCCCCCCCC)C1=CC=C(C(C(=O)O)=C1)O (5-(hexadec-1-yl)salicylic acid), lower alkyl, C(C=1C(O)=CC=CC1)(=O)O (salicylic acid), C(CCCCCCCCCCCCCCC)C1=CC=C(C=C1)O (4-(hexadec-1-yl)phenol), [OH-].[Ca+2].[OH-] (Calcium hydroxide), C(C=1C(O)=CC=CC1)(=O)O (salicylic acid). The solvent is C=1(C(=CC=CC1)C)C (xylene), O (water), CO (methanol), C=1(C(=CC=CC1)C)C (xylene). Run at temperature 40 celsius. The product is C(CCCCCCCCCCCCCCC)C1=CC=C(C(C(=O)[O-])=C1)O.[Ca+2].C(CCCCCCCCCCCCCCC)C1=CC=C(C(C(=O)[O-])=C1)O (Calcium 5-(hexadec-1-yl)salicylate). RXN SMILES: [CH2:1]([C:17]1[CH:25]=[C:21]([C:22]([OH:24])=[O:23])[C:20]([OH:26])=[CH:19][CH:18]=1)[CH2:2][CH2:3][CH2:4][CH2:5][CH2:6][CH2:7][CH2:8][CH2:9][CH2:10][CH2:11][CH2:12][CH2:13][CH2:14][CH2:15][CH3:16].C(O)(=O)C1C(=CC=CC=1)O.C(C1C=CC(O)=CC=1)CCCCCCCCCCCCCCC.[OH-].[Ca+2:61].[OH-]>C1(C)C(C)=CC=CC=1.O.CO>[CH2:1]([C:17]1[CH:25]=[C:21]([C:22]([O-:24])=[O:23])[C:20]([OH:26])=[CH:19][CH:18]=1)[CH2:2][CH2:3][CH2:4][CH2:5][CH2:6][CH2:7][CH2:8][CH2:9][CH2:10][CH2:11][CH2:12][CH2:13][CH2:14][CH2:15][CH3:16].[Ca+2:61].[CH2:1]([C:17]1[CH:25]=[C:21]([C:22]([O-:24])=[O:23])[C:20]([OH:26])=[CH:19][CH:18]=1)[CH2:2][CH2:3][CH2:4][CH2:5][CH2:6][CH2:7][CH2:8][CH2:9][CH2:10][CH2:11][CH2:12][CH2:13][CH2:14][CH2:15][CH3:16] |f:3.4.5,9.10.11|. Reported procedure: The 5-(hexadec-1-yl)salicylic acid of Example 3 (3.16 g) was mixed with a commercial lower alkyl (i.e. less than C20) salicylic acid (Infineum M7103, obtainable from Infineum UK Limited, 3.89 g), and 4-(hexadec-1-yl)phenol of Example 2 (0.34 g). The salicylic acid mixture and xylene (100 g) were mixed together at room temperature. Calcium hydroxide (2.50 g), a promoter (methanol:water (97%:3%), 25.29 ml) and further xylene (120 g) were added, nitrogen passed through the mixture (60 ml.min−1) and... The reactants are C1CCOC1, C[Si](C)(C)[N-][Si](C)(C)C, CI, O=C1Cc2c(Cl)ncnc2N1, [Li+]. Yields the product CC1C(=O)Nc2ncnc(Cl)c21. As a reaction SMILES: [CH2:24]1[O:25][CH2:26][CH2:27][CH2:28]1.[CH3:12][Si:13]([CH3:14])([CH3:15])[N-:16][Si:17]([CH3:18])([CH3:19])[CH3:20].[CH3:22][I:23].[Cl:1][c:2]1[c:3]2[c:4]([n:5][cH:6][n:7]1)[NH:8][C:9](=[O:11])[CH2:10]2.[Li+:21]>>[Cl:1][c:2]1[c:3]2[c:4]([n:5][cH:6][n:7]1)[NH:8][C:9](=[O:11])[CH:10]2[CH3:12].